This data is from the Open Reaction Database (ORD), a public repository of structured organic reaction records. The task is: describe an organic reaction: reactants, conditions, products, and yield Starting materials: [Si](C)(C)(C(C)(C)C)O[C@H]1C[C@@H](CC2=CC=C3[C@@H]4CC=C([C@@]4(C)CC[C@@H]3[C@@]12C)CO)O[Si](C)(C)C(C)(C)C (1α,3β-bis(tert-butyldimethylsilyloxy)-17-(hydroxymethyl)androsta-5,7,16-triene), [H-].[Na+] (sodium hydride), C1COCCOCCOCCOCCO1 (15-crown-5), BrCCCC(C)(O[Si](CC)(CC)CC)C (1-bromo-4-methyl-4-(triethylsilyloxy)pentane). The solvent is O (water), O1CCCC1 (tetrahydrofuran), C(C)(=O)OCC (ethyl acetate). The product is [Si](C)(C)(C(C)(C)C)O[C@H]1C[C@@H](CC2=CC=C3[C@@H]4CC=C([C@@]4(C)CC[C@@H]3[C@@]12C)COCCCC(C)(C)O[Si](CC)(CC)CC)O[Si](C)(C)C(C)(C)C (1α,3β-bis(tert-butyldimethylsilyloxy)-17-(4-triethylsilyloxy-4-methylpentyloxymethyl)androsta-5,7,16-triene). The yield is 100.0%. RXN SMILES: [Si:1]([O:8][C@@H:9]1[C@@:26]2([CH3:27])[C:13](=[CH:14][CH:15]=[C:16]3[C@@H:25]2[CH2:24][CH2:23][C@@:21]2([CH3:22])[C@H:17]3[CH2:18][CH:19]=[C:20]2[CH2:28][OH:29])[CH2:12][C@@H:11]([O:30][Si:31]([C:34]([CH3:37])([CH3:36])[CH3:35])([CH3:33])[CH3:32])[CH2:10]1)([C:4]([CH3:7])([CH3:6])[CH3:5])([CH3:3])[CH3:2].[H-].[Na+].C1OCCOCCOCCOCCOC1.Br[CH2:56][CH2:57][CH2:58][C:59]([CH3:69])([O:61][Si:62]([CH2:67][CH3:68])([CH2:65][CH3:66])[CH2:63][CH3:64])[CH3:60]>O1CCCC1.C(OCC)(=O)C.O>[Si:1]([O:8][C@@H:9]1[C@@:26]2([CH3:27])[C:13](=[CH:14][CH:15]=[C:16]3[C@@H:25]2[CH2:24][CH2:23][C@@:21]2([CH3:22])[C@H:17]3[CH2:18][CH:19]=[C:20]2[CH2:28][O:29][CH2:56][CH2:57][CH2:58][C:59]([O:61][Si:62]([CH2:67][CH3:68])([CH2:63][CH3:64])[CH2:65][CH3:66])([CH3:60])[CH3:69])[CH2:12][C@@H:11]([O:30][Si:31]([C:34]([CH3:37])([CH3:36])[CH3:35])([CH3:32])[CH3:33])[CH2:10]1)([C:4]([CH3:7])([CH3:6])[CH3:5])([CH3:3])[CH3:2] |f:1.2|. Procedure details: To a solution of 1α,3β-bis(tert-butyldimethylsilyloxy)-17-(hydroxymethyl)androsta-5,7,16-triene (200 mg, 0.367 mmol), sodium hydride (60% in oil, 45 mg, 1.125 mmol) and 15-crown-5 (80 mg, 0.363 mmol) in tetrahydrofuran (1 ml), was added 1-bromo-4-methyl-4-(triethylsilyloxy)pentane (220 mg, 0.745 mmol) at room temperature, followed by reflux under heating for 1 hour. The reaction solution was diluted with ethyl acetate, followed by the dropwise addition of water under cooling with ice and washing...